From a dataset of the Open Reaction Database (ORD), a public repository of structured organic reaction records. describe an organic reaction: reactants, conditions, products, and yield Starting materials: C(C=C)C=1C(=CC=C2C=CC(=CC12)C(=O)OCC)O (Ethyl 8-allyl-7-hydroxynaphthalene-2-carboxylate). Reagents/catalysts: [Pd] (palladium charcoal). Solvent: C(C)O (ethanol). Product: OC1=CC=C2C=CC(=CC2=C1CCC)C(=O)OCC (ethyl 7-hydroxy-8-propylnaphthalene-2-carboxylate). The yield is 79.4%. As a reaction SMILES: [CH2:1]([C:4]1[C:5]([OH:19])=[CH:6][CH:7]=[C:8]2[C:13]=1[CH:12]=[C:11]([C:14]([O:16][CH2:17][CH3:18])=[O:15])[CH:10]=[CH:9]2)[CH:2]=[CH2:3]>C(O)C.[Pd]>[OH:19][C:5]1[C:4]([CH2:1][CH2:2][CH3:3])=[C:13]2[C:8]([CH:9]=[CH:10][C:11]([C:14]([O:16][CH2:17][CH3:18])=[O:15])=[CH:12]2)=[CH:7][CH:6]=1. Reported procedure: Ethyl 8-allyl-7-hydroxynaphthalene-2-carboxylate (4 g) in ethanol was hydrogenated at 3 atmospheres in the presence of a 5% palladium charcoal catalyst for 1 hour. Filtration and evaporation of the filtrate gave a solid, which crystallised from benzene-petroleum ether (b.p. 60-80) to give ethyl 7-hydroxy-8-propylnaphthalene-2-carboxylate (3.2 g), m.p. 114°-115°. Reactants: ClC=1C=CC(=C(C(C2=CC=CC=C2)=N)C1)O (5-chloro-2-hydroxy-benzophenone imine), C(C)O (ethanol), Cl.C(C)OC(C(C(=O)OCC)N)=O (aminomalonic acid diethyl ester hydrochloride). The solvent is N1=CC=CC=C1 (pyridine). Product: C(C)OC(C(C(=O)OCC)N=C(C1=C(C=CC(=C1)Cl)O)C1=CC=CC=C1)=O ([(5-chloro-2-hydroxy-α-phenylbenzyliden)amino] malonic acid diethyl ester). RXN SMILES: [Cl:1][C:2]1[CH:3]=[CH:4][C:5]([OH:16])=[C:6]([CH:15]=1)[C:7](=[NH:14])[C:8]1[CH:13]=[CH:12][CH:11]=[CH:10][CH:9]=1.C(O)C.Cl.[CH2:21]([O:23][C:24](=[O:32])[CH:25](N)[C:26]([O:28][CH2:29][CH3:30])=[O:27])[CH3:22]>N1C=CC=CC=1>[CH2:21]([O:23][C:24](=[O:32])[CH:25]([N:14]=[C:7]([C:8]1[CH:13]=[CH:12][CH:11]=[CH:10][CH:9]=1)[C:6]1[CH:15]=[C:2]([Cl:1])[CH:3]=[CH:4][C:5]=1[OH:16])[C:26]([O:28][CH2:29][CH3:30])=[O:27])[CH3:22] |f:2.3|. Reported procedure: A suspension of 9.2 g. of 5-chloro-2-hydroxy-benzophenone imine in 60 ml. of ethanol is treated with 12.6 g. of aminomalonic acid diethyl ester hydrochloride and 5.0 ml. of pyridine and the mixture boiled at reflux for 1 hour while stirring. The mixture is then concentrated to dryness under reduced pressure and the residue partitioned between toluene and water. The organic phase is washed with water, briefly dried over sodium sulfate and evaporated to dryness. The residual oily residue crystalli... Procedure details: 7.2 g of norbornane-2-carbonitrile are reacted with 60 mmoles of lithium diisopropylamide (prepared from 8.2 ml of diisopropylamine and 40 ml of n-butyllithium) and with 7 g of 2-bromomethyl-1,3-dioxolane in analogy to Example 1a. After chromatography on silica gel with ethyl acetate/cyclohexane (1:6) as the mobile phase, 8.0 g of the title compound are obtained as an oil. Yield: 92.1%. The solvent is C(C)(=O)OCC.C1CCCCC1 (ethyl acetate cyclohexane). RXN SMILES: [CH:1]12[CH2:7][CH:4]([CH2:5][CH2:6]1)[CH2:3][CH:2]2[C:8]#[N:9].C([N-]C(C)C)(C)C.[Li+].Br[CH2:19][CH:20]1[O:24][CH2:23][CH2:22][O:21]1>C(OCC)(=O)C.C1CCCCC1>[C:8]([C:2]1([CH2:19][CH:20]2[O:24][CH2:23][CH2:22][O:21]2)[CH2:3][CH:4]2[CH2:7][CH:1]1[CH2:6][CH2:5]2)#[N:9] |f:1.2,4.5|. Reactants: C12C(CC(CC1)C2)C#N (norbornane-2-carbonitrile), C(C)(C)[N-]C(C)C.[Li+] (lithium diisopropylamide), BrCC1OCCO1 (2-bromomethyl-1,3-dioxolane). Yields the product C(#N)C1(C2CCC(C1)C2)CC2OCCO2 (2-Cyano-2-(1,3-dioxolan-2-yl)methylbicyclo[2.2.1]heptane). The reactants are [OH-].[Na+] (sodium hydroxide), N1C=CC2=CC=C3C(=C12)C=CO3 (furoindole), COC(=O)C1=C(C=2N(C=3C=CC(=CC3C2O1)OC)C1=CC=CC=C1)OC (3,7-dimethoxy-4-phenyl-4H-furo[3,2-b]indole-2-carboxylic acid methyl ester), O (water). The solvent is C(C)O (ethanol), ClCCl (dichloromethane). The product is COC1=C(OC2=C1N(C=1C=CC(=CC21)OC)C2=CC=CC=C2)C(=O)O (3,7-Dimethoxy-4-phenyl-4H-furo[3,2-b]indole-2-carboxylic acid). As a reaction SMILES: C[O:2][C:3]([C:5]1[O:16][C:15]2[C:14]3[CH:13]=[C:12]([O:17][CH3:18])[CH:11]=[CH:10][C:9]=3[N:8]([C:19]3[CH:24]=[CH:23][CH:22]=[CH:21][CH:20]=3)[C:7]=2[C:6]=1[O:25][CH3:26])=[O:4].[OH-].[Na+].O.N1C2C(=CC=C3OC=CC3=2)C=C1>C(O)C.ClCCl>[CH3:26][O:25][C:6]1[C:7]2[N:8]([C:19]3[CH:24]=[CH:23][CH:22]=[CH:21][CH:20]=3)[C:9]3[CH:10]=[CH:11][C:12]([O:17][CH3:18])=[CH:13][C:14]=3[C:15]=2[O:16][C:5]=1[C:3]([OH:4])=[O:2] |f:1.2|. Reported procedure: A suspension of 11.5 g (0.033 mole) of 3,7-dimethoxy-4-phenyl-4H-furo[3,2-b]indole-2-carboxylic acid methyl ester in 200 ml of 50% aqueous ethanol was treated with 25 ml of 10% aqueous sodium hydroxide solution. After stirring at reflux for 90 minutes, the reaction mixture was cooled and distributed between 750 ml of water and 250 ml of dichloromethane. The insoluble material (primarily the sodium salt of the product) was removed by filtration. The filtrate layers were separated, and the organic... The reactants are ONC(CCCCCC)=N (N-hydroxy-heptanimidamide), ONC(CCCCCC)=N (N-hydroxy-heptanimidamide), COC=1C=C(C=CC1OC)C=CC(=O)O (3-(3,4-dimethoxy-phenyl)-acrylic acid), compound, 1,1-carbonyldiimidazole. The solvent is C1(=CC=CC=C1)C (toluene), C1(=CC=CC=C1)C (toluene), C1(=CC=CC=C1)C (toluene). Conditions: time 75 minute. The product is COC=1C=C(C=CC1OC)C=CC1=NC(=NO1)CCCCCC (5-[2-(3,4-Dimethoxy-phenyl)-vinyl]-3-hexyl-[1,2,4]oxadiazole). RXN SMILES: [CH3:1][O:2][C:3]1[CH:4]=[C:5]([CH:11]=[CH:12][C:13]([OH:15])=O)[CH:6]=[CH:7][C:8]=1[O:9][CH3:10].O[NH:17][C:18](=[NH:25])[CH2:19][CH2:20][CH2:21][CH2:22][CH2:23][CH3:24]>C1(C)C=CC=CC=1>[CH3:1][O:2][C:3]1[CH:4]=[C:5]([CH:11]=[CH:12][C:13]2[O:15][N:25]=[C:18]([CH2:19][CH2:20][CH2:21][CH2:22][CH2:23][CH3:24])[N:17]=2)[CH:6]=[CH:7][C:8]=1[O:9][CH3:10]. Procedure: To a solution of 0.63 g (2.08 mmol) of 3-(3,4-dimethoxy-phenyl)-acrylic acid (compound of Example 2; Step 1) in 6 mL of toluene, 0.540 g (3.33 mmol) of 1,1-carbonyldiimidazole was added in portions at 25° C. to 30° C. under inert atmosphere. To the thickened mixture, 5 mL of toluene was added and the resulting mixture was stirred at 25° C. to 30° C. for 60 to 90 min. A solution of N-hydroxy-heptanimidamide (compound of Example 41; 0.9 g, 6.2 mmol) in 5 mL of toluene was added to the above reacti... Starting materials: Cc1ccc(N)cc1, COC(=O)C(=O)Cl. The product is COC(=O)C(=O)Nc1ccc(C)cc1. As a reaction SMILES: [CH3:1][c:2]1[cH:3][cH:4][c:5]([NH2:6])[cH:7][cH:8]1.[Cl:9][C:10]([C:11](=[O:12])[O:13][CH3:14])=[O:15]>>[CH3:1][c:2]1[cH:3][cH:4][c:5]([NH:6][C:10]([C:11](=[O:12])[O:13][CH3:14])=[O:15])[cH:7][cH:8]1. Reactants: O1C(=CC=C1)C(=O)O (2-furancarboxylic acid), C(C)(C)OC(C)C (diisopropyl ether), [N+](=O)(O)[O-].O([N+](=O)[O-])CCN (nitroxyethylamine nitrate), C1(=CC=CC=C1)P(=O)(C1=CC=CC=C1)N=[N+]=[N-] (diphenylphosphoryl azide). Yields the product O([N+](=O)[O-])CCNC(=O)C=1OC=CC1 (N-(2-Nitroxyethyl)-2-furancarboxamide). Yield: 59.1%. Reaction SMILES: [O:1]1[CH:5]=[CH:4][CH:3]=[C:2]1[C:6]([OH:8])=O.[N+]([O-])(O)=O.[O:13]([CH2:17][CH2:18][NH2:19])[N+:14]([O-:16])=[O:15].C1(P(N=[N+]=[N-])(C2C=CC=CC=2)=O)C=CC=CC=1.C(OC(C)C)(C)C>>[O:13]([CH2:17][CH2:18][NH:19][C:6]([C:2]1[O:1][CH:5]=[CH:4][CH:3]=1)=[O:8])[N+:14]([O-:16])=[O:15] |f:1.2|. Procedure details: Following a similar treatment to that in Example 2, using 0.34 g of 2-furancarboxylic acid and 0.50 g of nitroxyethylamine nitrate and using diphenylphosphoryl azide instead of ethyl cyanophosphate, 0.35 g of the title compound was obtained as colorless needles (solvent for recrystallization; diisopropyl ether). Reactants: C#CCOc1ccc(S(=O)(=O)N2CCSC(C)(C)C2C(=O)OC(C)(C)C)cc1, ClCCl, Cl. Yields the product C#CCOc1ccc(S(=O)(=O)N2CCSC(C)(C)C2C(=O)O)cc1. As a reaction SMILES: [C:1]([CH3:2])([CH3:3])([CH3:4])[O:5][C:6](=[O:7])[CH:8]1[C:9]([CH3:27])([CH3:28])[S:10][CH2:11][CH2:12][N:13]1[S:14](=[O:15])(=[O:16])[c:17]1[cH:18][cH:19][c:20]([O:23][CH2:24][C:25]#[CH:26])[cH:21][cH:22]1.[Cl:30][CH2:31][Cl:32].[ClH:29]>>[O:5]=[C:6]([OH:7])[CH:8]1[C:9]([CH3:27])([CH3:28])[S:10][CH2:11][CH2:12][N:13]1[S:14](=[O:15])(=[O:16])[c:17]1[cH:18][cH:19][c:20]([O:23][CH2:24][C:25]#[CH:26])[cH:21][cH:22]1. Reactants: CCOC(=O)c1cn(C)cc(-c2ccc(F)cc2)c1=O, [Na+], [OH-], O. The product is Cn1cc(C(=O)O)c(=O)c(-c2ccc(F)cc2)c1. Reaction SMILES: [F:1][c:2]1[cH:3][cH:4][c:5](-[c:8]2[c:9](=[O:20])[c:10]([C:15](=[O:16])[O:17][CH2:18][CH3:19])[cH:11][n:12]([CH3:14])[cH:13]2)[cH:6][cH:7]1.[Na+:22].[OH-:21].[OH2:23]>>[F:1][c:2]1[cH:3][cH:4][c:5](-[c:8]2[c:9](=[O:20])[c:10]([C:15](=[O:16])[OH:17])[cH:11][n:12]([CH3:14])[cH:13]2)[cH:6][cH:7]1. Reactants: C(C)O (ethanol), C(C)(C)(C)NC(=S)N[C@@H](CO)CC1=CSC=C1 (N-(tert-butyl)-N′-[(1R)-2-hydroxy-1-(3-thienylmethyl)ethyl]thiourea), Cl (hydrochloric acid), C(C)OCC (diethyl ether). Solvent: CC(=O)C (acetone). Reaction conditions: temperature 100 celsius, time 3 hour. Yields the product Cl.S1C=C(C=C1)C[C@H]1N=C(SC1)N ((−)-(4R)-4-(3-thienylmethyl)-4,5-dihydro-1,3-thiazol-2-ylamine hydrochloride). Reaction SMILES: C([NH:5][C:6]([NH:8][C@H:9]([CH2:12][C:13]1[CH:17]=[CH:16][S:15][CH:14]=1)[CH2:10]O)=[S:7])(C)(C)C.C(O)C.C(OCC)C.[ClH:26]>CC(C)=O>[ClH:26].[S:15]1[CH:16]=[CH:17][C:13]([CH2:12][C@@H:9]2[CH2:10][S:7][C:6]([NH2:5])=[N:8]2)=[CH:14]1 |f:5.6|. Reported procedure: A mixture of 0.94 g of N-(tert-butyl)-N′-[(1R)-2-hydroxy-1-(3-thienylmethyl)ethyl]thiourea in 9.2 cm3 of 6N hydrochloric acid is heated at a temperature in the region of 100° C. with stirring for 3 hours and is then concentrated under reduced pressure (2 kPa) at a temperature in the region of 40° C. A greenish oil is obtained, which is taken up in 10 cm3 of acetone to give a sticky gum. 1.5 cm3 of ethanol are then added, followed by dropwise addition, with stirring, of 6 cm3 of diethyl ether. Th...